Dataset: the Open Reaction Database (ORD), a public repository of structured organic reaction records. Task: describe an organic reaction: reactants, conditions, products, and yield Reactants: O=C([O-])O, [I-], [K+], O=N[O-], CNC(=O)COC(=O)N1CCN(c2ccc(N)cn2)CC1, [Na+], [Na+], O, O=S(=O)(O)O. The product is CNC(=O)COC(=O)N1CCN(c2ccc(I)cn2)CC1. RXN SMILES: [C:28](=[O:29])([OH:30])[O-:31].[I-:27].[K+:26].[N:1]([O-:2])=[O:3].[NH2:5][c:6]1[cH:7][cH:8][c:9]([N:12]2[CH2:13][CH2:14][N:15]([C:18](=[O:19])[O:20][CH2:21][C:22](=[O:23])[NH:24][CH3:25])[CH2:16][CH2:17]2)[n:10][cH:11]1.[Na+:32].[Na+:4].[OH2:33].[S:34](=[O:35])(=[O:36])([OH:37])[OH:38]>>[c:6]1([I:27])[cH:7][cH:8][c:9]([N:12]2[CH2:13][CH2:14][N:15]([C:18](=[O:19])[O:20][CH2:21][C:22](=[O:23])[NH:24][CH3:25])[CH2:16][CH2:17]2)[n:10][cH:11]1. Starting materials: CC(CNC(OCC1=CC=CC=C1)=O)=C (Benzyl N-(2-methyl-2-propenyl)carbamate), S(=S)(=O)([O-])[O-].[Na+].[Na+] (Sodium thiosulfate), C(O)([O-])=O.[Na+] (sodium hydrogencarbonate), ClC1=CC(=CC=C1)C(=O)OO (m-chloroperbenzoic acid). The solvent is C(Cl)Cl (methylene chloride). Run at time 8 hour. The product is C(C1=CC=CC=C1)OC(NCC1(OC1)C)=O (benzyl(2-methyl-2-oxiranylmethyl)carbamate). The yield is 102.5%. Reaction SMILES: [CH3:1][C:2](=[CH2:15])[CH2:3][NH:4][C:5](=[O:14])[O:6][CH2:7][C:8]1[CH:13]=[CH:12][CH:11]=[CH:10][CH:9]=1.ClC1C=CC=C(C(OO)=[O:24])C=1.S([O-])([O-])(=O)=S.[Na+].[Na+].C(=O)([O-])O.[Na+]>C(Cl)Cl>[CH2:7]([O:6][C:5](=[O:14])[NH:4][CH2:3][C:2]1([CH3:1])[CH2:15][O:24]1)[C:8]1[CH:13]=[CH:12][CH:11]=[CH:10][CH:9]=1 |f:2.3.4,5.6|. Procedure details: Benzyl N-(2-methyl-2-propenyl)carbamate (3.90 g, 19.0 mmol) prepared in Reference Example 173 was dissolved in methylene chloride (80 ml), to which m-chloroperbenzoic acid (5.15 g, 20.9 mmol) was added, and the mixture was stirred at room temperature overnight. Sodium thiosulfate aqueous solution and saturated sodium hydrogencarbonate aqueous solution were added to the reaction mixture, which was stirred for a while. The organic layer was separated, washed with saturated sodium hydrogencarbonate... Reactants: C(C)[Si](C=1OC=C(C1)C=O)(CC)CC (2-triethylsilyl-4-furaldehyde), C(CCC)[Li] (n-Butyl lithium), solution. Reagents/catalysts: [Br-].C[P+](C1=CC=CC=C1)(C1=CC=CC=C1)C1=CC=CC=C1 (methyltriphenylphosphonium bromide). Solvent: C1CCOC1 (THF), CCCCCC (hexane), C1CCOC1 (THF). Run at temperature 0 celsius, time 2 hour. The product is C(C)[Si](C=1OC=C(C1)C=C)(CC)CC (2-Triethylsilyl-4-Vinylfuran). Reaction SMILES: [CH2:1]([Li])CCC.[CH2:6]([Si:8]([CH2:18][CH3:19])([CH2:16][CH3:17])[C:9]1[O:10][CH:11]=[C:12]([CH:14]=O)[CH:13]=1)[CH3:7]>CCCCCC.[Br-].C[P+](C1C=CC=CC=1)(C1C=CC=CC=1)C1C=CC=CC=1.C1COCC1>[CH2:6]([Si:8]([CH2:18][CH3:19])([CH2:16][CH3:17])[C:9]1[O:10][CH:11]=[C:12]([CH:14]=[CH2:1])[CH:13]=1)[CH3:7] |f:3.4|. Reported procedure: n-Butyl lithium (a 2.5 M solution in hexane; 4.4 ml, 11.0 mmol) was added dropwise to a suspension of methyltriphenylphosphonium bromide (3.93 g, 11 mmol) in THF (40ml) at 0 degrees C. under argon. After 2 hours stirring at 0 degrees C., a solution of 2-triethylsilyl-4-furaldehyde (1.54 g, 7.33 mmol) in THF (2 ml) was added. Stirring was continued at room temperature for 14 hours and the mixture was quenched with methanol/water 40 ml (1:1). Extraction (pentane) and evaporation of the dried (magn... Starting materials: COC=1C=C2C=CC(=C(C2=CC1)O)CC(=O)OC (methyl 6-methoxy-1-hydroxy-2-naphthylacetate), CS (methylmercaptan), 1,6-dihydroxy. Yields the product COC=1C=C2C=CC(=C(C2=CC1)SC)CC(=O)OC (methyl 6-methoxy-1-methylthio-2-naphthylacetate). RXN SMILES: [CH3:1][O:2][C:3]1[CH:4]=[C:5]2[C:10](=[CH:11][CH:12]=1)[C:9](O)=[C:8]([CH2:14][C:15]([O:17][CH3:18])=[O:16])[CH:7]=[CH:6]2.[CH3:19][SH:20]>>[CH3:1][O:2][C:3]1[CH:4]=[C:5]2[C:10](=[CH:11][CH:12]=1)[C:9]([S:20][CH3:19])=[C:8]([CH2:14][C:15]([O:17][CH3:18])=[O:16])[CH:7]=[CH:6]2. Reported procedure: By treating 25 g. of methyl 6-methoxy-1-hydroxy-2-naphthylacetate with 10 ml. of methylmercaptan as described above for the 1,6-dihydroxy compound, methyl 6-methoxy-1-methylthio-2-naphthylacetate is obtained. Starting materials: CC(C)(C)NS(=O)(=O)C=1C(=NC(=NC1)SC)NC1=CC(=CC=C1)C (N-(1,1-Dimethylethyl)-4-[(3-methylphenyl)amino]-2-(methylthio)-5-pyrimidinesulfonamide). Solvent: FC(C(=O)O)(F)F (trifluoroacetic acid). Product: CC=1C=C(C=CC1)NC1=NC(=NC=C1S(=O)(=O)N)SC (4-[(3-Methylphenyl)amino]-2-(methylthio)-5-pyrimidinesulfonamide). The yield is 100.0%. Reaction SMILES: CC([NH:5][S:6]([C:9]1[C:10]([NH:17][C:18]2[CH:23]=[CH:22][CH:21]=[C:20]([CH3:24])[CH:19]=2)=[N:11][C:12]([S:15][CH3:16])=[N:13][CH:14]=1)(=[O:8])=[O:7])(C)C>FC(F)(F)C(O)=O>[CH3:24][C:20]1[CH:19]=[C:18]([NH:17][C:10]2[C:9]([S:6]([NH2:5])(=[O:7])=[O:8])=[CH:14][N:13]=[C:12]([S:15][CH3:16])[N:11]=2)[CH:23]=[CH:22][CH:21]=1. Reported procedure: N-(1,1-Dimethylethyl)-4-[(3-methylphenyl)amino]-2-(methylthio)-5-pyrimidinesulfonamide (200 mg, 0.55 mmol) was dissolved in trifluoroacetic acid (TFA) (15 mL) and refluxed for 1 hour. The TFA was removed under reduced pressure to yield a crude solid which was crystallized from ethanol and water to yield 170 mg (0.55 mmol, 100%) of white needles, m.p. 183.5°-184.5° C. Reactants: Cc1cccc(C(=O)Cl)c1, O=C1C(=O)c2ccccc2C2=C1SCC1(CCNCC1)O2. Yields the product Cc1cccc(C(=O)N2CCC3(CC2)CSC2=C(O3)c3ccccc3C(=O)C2=O)c1. As a reaction SMILES: [CH3:22][c:23]1[cH:24][c:25]([C:26](=[O:27])[Cl:28])[cH:29][cH:30][cH:31]1.[NH:1]1[CH2:2][CH2:3][C:4]2([CH2:5][S:6][C:7]3=[C:8]([O:9]2)[c:10]2[cH:11][cH:12][cH:13][cH:14][c:15]2[C:16](=[O:19])[C:17]3=[O:18])[CH2:20][CH2:21]1>>[N:1]1([C:26]([c:25]2[cH:24][c:23]([CH3:22])[cH:31][cH:30][cH:29]2)=[O:27])[CH2:2][CH2:3][C:4]2([CH2:5][S:6][C:7]3=[C:8]([O:9]2)[c:10]2[cH:11][cH:12][cH:13][cH:14][c:15]2[C:16](=[O:19])[C:17]3=[O:18])[CH2:20][CH2:21]1.